describe an organic reaction: reactants, conditions, products, and yield From a dataset of the Open Reaction Database (ORD), a public repository of structured organic reaction records. Reactants: NC1C(N(C2=C(CC1)C=CC=C2)CC(=O)OC(C)(C)C)=O (tert-butyl 3-amino-2-oxo-2,3,4,5-tetrahydro-1H-1-benzazepine-1-acetate), C(C1=CC=CC=C1)OC(=O)N1CCC(CC1)CCCCC(C(=O)OCC)OS(=O)(=O)C (ethyl 6-(1-benzyloxycarbonyl-4-piperidyl)-2-methanesulfonyloxyhexanoate). The solvent is C(C)(=O)OCC (ethyl acetate). Conditions: temperature 90 celsius. Product: C(C1=CC=CC=C1)OC(=O)N1CCC(CC1)CCCCC(C(=O)OCC)NC1CN(C2=C(CC1)C=CC=C2)CC(=O)OC(C)(C)C (tert-butyl 3(RS)-[5-(1-benzyloxycarbonyl-4-piperidyl)-1(SR)-ethoxycarbonylpentyl]amino-2,3,4,5-tetrahydro-1H-1-benzazepine-1-acetate). Yield: 52.1%. RXN SMILES: [NH2:1][CH:2]1[CH2:8][CH2:7][C:6]2[CH:9]=[CH:10][CH:11]=[CH:12][C:5]=2[N:4]([CH2:13][C:14]([O:16][C:17]([CH3:20])([CH3:19])[CH3:18])=[O:15])[C:3]1=O.[CH2:22]([O:29][C:30]([N:32]1[CH2:37][CH2:36][CH:35]([CH2:38][CH2:39][CH2:40][CH2:41][CH:42](OS(C)(=O)=O)[C:43]([O:45][CH2:46][CH3:47])=[O:44])[CH2:34][CH2:33]1)=[O:31])[C:23]1[CH:28]=[CH:27][CH:26]=[CH:25][CH:24]=1>C(OCC)(=O)C>[CH2:22]([O:29][C:30]([N:32]1[CH2:33][CH2:34][CH:35]([CH2:38][CH2:39][CH2:40][CH2:41][CH:42]([NH:1][CH:2]2[CH2:8][CH2:7][C:6]3[CH:9]=[CH:10][CH:11]=[CH:12][C:5]=3[N:4]([CH2:13][C:14]([O:16][C:17]([CH3:20])([CH3:19])[CH3:18])=[O:15])[CH2:3]2)[C:43]([O:45][CH2:46][CH3:47])=[O:44])[CH2:36][CH2:37]1)=[O:31])[C:23]1[CH:24]=[CH:25][CH:26]=[CH:27][CH:28]=1. Procedure details: A mixture of 1.75 g of tert-butyl 3-amino-2-oxo-2,3,4,5-tetrahydro-1H-1-benzazepine-1-acetate and 1.1 g of ethyl 6-(1-benzyloxycarbonyl-4-piperidyl)-2-methanesulfonyloxyhexanoate is heated at 90° C. for 24 hours. After cooling, the reaction solution is diluted with 200 ml of ethyl acetate, and the resulting solution is washed with 30 ml of 5% aqueous phosphoric acid and water, successively, and dried over anhydrous magnesium sulfate. After the solvent is distilled off under reduced pressure, the...